Dataset: the Open Reaction Database (ORD), a public repository of structured organic reaction records. Task: describe an organic reaction: reactants, conditions, products, and yield Starting materials: C(=O)([O-])[O-].C(=O)([O-])[O-].OO.OO.OO.[Na+].[Na+].[Na+].[Na+] (sodium percarbonate), FC=1C=C(C(=O)C2=CC=CC=C2)C=CC1F (3,4-difluorobenzophenone), ice. Solvent: FC(C(=O)O)(F)F (trifluoroacetic acid). Yields the product FC=1C=C(C(=O)O)C=CC1F (3,4-difluorobenzoic acid). The yield is 95.5%. As a reaction SMILES: [C:1]([O-:4])([O-])=[O:2].C([O-])([O-])=O.OO.OO.OO.[Na+].[Na+].[Na+].[Na+].[F:19][C:20]1[CH:21]=[C:22]([CH:31]=[CH:32][C:33]=1[F:34])C(C1C=CC=CC=1)=O>FC(F)(F)C(O)=O>[F:19][C:20]1[CH:21]=[C:22]([CH:31]=[CH:32][C:33]=1[F:34])[C:1]([OH:4])=[O:2] |f:0.1.2.3.4.5.6.7.8|. Procedure details: 2.5 g of sodium percarbonate were added over 1 h to a solution of 2.2 g (10 mmol) of 3,4-difluorobenzophenone and 20 ml of trifluoroacetic acid (0° C.) and the temperature was then allowed to rise to 20° C. The mixture was stirred for 16 h at this temperature and 50 g of ice were then added. The mixture was subsequently extracted twice with dichloromethane and the organic phases were washed (NaHCO3) until the washings were neutral. The solvent was then removed. Working-up as described in Example... The reactants are C(#N)[BH3-].[Na+] (Sodium cyanoborohydride), C1(=CC=CC=C1)S(=O)(=O)CC(CC=O)(C)C (4-benzenesulfonyl-3,3-dimethyl-butyraldehyde), FC(C1CCNCC1)(F)F (4-trifluoromethylpiperidine). Solvent: CO (methanol). Run at time 1 hour. The product is C1(=CC=CC=C1)S(=O)(=O)CC(CCN1CCC(CC1)C(F)(F)F)(C)C (1-(4-Benzenesulfonyl-3,3-dimethylbutyl)-4-trifluoromethylpiperidine). As a reaction SMILES: C([BH3-])#N.[Na+].[C:5]1([S:11]([CH2:14][C:15]([CH3:20])([CH3:19])[CH2:16][CH:17]=O)(=[O:13])=[O:12])[CH:10]=[CH:9][CH:8]=[CH:7][CH:6]=1.[F:21][C:22]([F:30])([F:29])[CH:23]1[CH2:28][CH2:27][NH:26][CH2:25][CH2:24]1>CO>[C:5]1([S:11]([CH2:14][C:15]([CH3:20])([CH3:19])[CH2:16][CH2:17][N:26]2[CH2:27][CH2:28][CH:23]([C:22]([F:30])([F:29])[F:21])[CH2:24][CH2:25]2)(=[O:13])=[O:12])[CH:10]=[CH:9][CH:8]=[CH:7][CH:6]=1 |f:0.1|. Procedure: Sodium cyanoborohydride (78 mg, 1.2 mmol) was added to a stirred solution of the crude 4-benzenesulfonyl-3,3-dimethyl-butyraldehyde (240 mg, 1 mmol) and 4-trifluoromethylpiperidine (321 mg, 2.1 mmol) in methanol (4 ml). The mixture was stirred for 1 hour, quenched with sat. aqueous NaHCO3 and extracted into dichloromethane. The combined organic extracts were dried (Na2SO4) and concentrated. The residue was purified on silica (dichloromethane:methanol) to give the title product.